From a dataset of the Open Reaction Database (ORD), a public repository of structured organic reaction records. describe an organic reaction: reactants, conditions, products, and yield Reactants: CC(C)(C)OC(=O)NCC1CCC(CN)CC1, CCN(C(C)C)C(C)C, CN(C)C=O, O=S(=O)(Cl)c1cccc2ccccc12. Yields the product CC(C)(C)OC(=O)NCC1CCC(CNS(=O)(=O)c2cccc3ccccc23)CC1. Reaction SMILES: [C:1]([CH3:2])([CH3:3])([CH3:4])[O:5][C:6]([NH:7][CH2:8][CH:9]1[CH2:10][CH2:11][CH:12]([CH2:15][NH2:16])[CH2:13][CH2:14]1)=[O:17].[CH2:18]([N:19]([CH:20]([CH3:21])[CH3:22])[CH:23]([CH3:24])[CH3:25])[CH3:26].[CH3:41][N:42]([CH3:43])[CH:44]=[O:45].[c:27]1([S:37](=[O:38])(=[O:39])[Cl:40])[cH:28][cH:29][cH:30][c:31]2[cH:32][cH:33][cH:34][cH:35][c:36]12>>[C:1]([CH3:2])([CH3:3])([CH3:4])[O:5][C:6]([NH:7][CH2:8][CH:9]1[CH2:10][CH2:11][CH:12]([CH2:15][NH:16][S:37]([c:27]2[cH:28][cH:29][cH:30][c:31]3[cH:32][cH:33][cH:34][cH:35][c:36]23)(=[O:38])=[O:39])[CH2:13][CH2:14]1)=[O:17]. The reactants are [N+](=O)(O)[O-] (nitric acid), C(C)C1(C(N(C2=CC=CC=C12)C)=O)CC (3,3-diethyl-1-methyl-1,3-dihydro-indol-2-one), ice water. Run in S(O)(O)(=O)=O (sulfuric acid), S(O)(O)(=O)=O (sulfuric acid). Reaction conditions: time 30 minute. Yields the product C(C)C1(C(N(C2=CC=C(C=C12)[N+](=O)[O-])C)=O)CC (3,3-Diethyl-1-methyl-5-nitro-1,3-dihydro-indol-2-one). As a reaction SMILES: [CH2:1]([C:3]1([CH2:14][CH3:15])[C:11]2[C:6](=[CH:7][CH:8]=[CH:9][CH:10]=2)[N:5]([CH3:12])[C:4]1=[O:13])[CH3:2].[N+:16]([O-])([OH:18])=[O:17]>S(=O)(=O)(O)O>[CH2:14]([C:3]1([CH2:1][CH3:2])[C:11]2[C:6](=[CH:7][CH:8]=[C:9]([N+:16]([O-:18])=[O:17])[CH:10]=2)[N:5]([CH3:12])[C:4]1=[O:13])[CH3:15]. Reported procedure: To a solution of 3,3-diethyl-1-methyl-1,3-dihydro-indol-2-one (J. Chem. Soc., 1971, 1375) (7.6 g) in concentrated sulfuric acid (12 ml) is added a mixture of nitric acid (65%, 2.7 ml) and concentrated sulfuric acid (4.4 ml) at 0° C. over a period of 30 min. The reaction mixture is stirred at this temperature for 30 min and then poured into ice water. The precipitate is collected by filtration and washed with water to give the respective compound (9.3 g). Reactants: O1CCOCC(C1)=O ([1,4]dioxepan-6-one), C(Cl)(Cl)Cl (chloroform), Cl.FC=1C=C(C=C(C1)F)[C@H](CN)N ((R)-1-(3,5-difluorophenyl)ethan-1,2-diamine-hydrochloride), ice acetone, [OH-].[Na+] (sodium hydroxide), Cl (hydrochloric acid). Reagents/catalysts: [Cl-].C(C1=CC=CC=C1)[N+](CC)(CC)CC (benzyltriethylammonium chloride). The solvent is ClCCl (dichloromethane), ClCCl (dichloromethane). Run at time 8 hour. Product: FC=1C=C(C=C(C1)F)[C@@H]1CNC2(C(N1)=O)COCCOC2 ((R)-3-(3,5-difluoro-phenyl)-8,11-dioxa-1,4-diaza-spiro[5.6]dodecan-5-one). As a reaction SMILES: Cl.[F:2][C:3]1[CH:4]=[C:5]([C@@H:10]([NH2:13])[CH2:11][NH2:12])[CH:6]=[C:7]([F:9])[CH:8]=1.[OH-:14].[Na+].[O:16]1[CH2:22][C:21](=O)[CH2:20][O:19][CH2:18][CH2:17]1.[CH:24](Cl)(Cl)Cl.Cl>[Cl-].C([N+](CC)(CC)CC)C1C=CC=CC=1.ClCCl>[F:2][C:3]1[CH:4]=[C:5]([C@H:10]2[NH:13][C:24](=[O:14])[C:21]3([CH2:22][O:16][CH2:17][CH2:18][O:19][CH2:20]3)[NH:12][CH2:11]2)[CH:6]=[C:7]([F:9])[CH:8]=1 |f:0.1,2.3,7.8|. Procedure details: 3.13 g (15.0 mmol) (R)-1-(3,5-difluorophenyl)ethan-1,2-diamine-hydrochloride were placed with 0.17 g (0.73 mmol) benzyltriethylammonium chloride in 30 ml dichloromethane and cooled with ice/acetone. Then 5.21 ml (102.2 mmol) of a 50% sodium hydroxide solution were added. At 0° C. to 2° C., 1.70 g (14.6 mmol) [1,4]dioxepan-6-one together with 1.83 ml (22.7 mmol) chloroform and 20 ml dichloromethane were added dropwise within 1.5 h. The mixture was left overnight to warm up to RT. Then it was cool... Reactants: CCC(COCc1cc(OC)c(OC)c(OC)c1)(c1cccs1)N(C)C, Cc1ccccc1, CN(C)P(=O)(N(C)C)N(C)C, Cl, [H-], [Na+], Cc1ccccc1S. The product is CCC(COCc1cc(OC)c(O)c(OC)c1)(c1cccs1)N(C)C. Reaction SMILES: [CH3:11][O:12][c:13]1[cH:14][c:15]([CH2:16][O:17][CH2:18][C:19]([CH2:20][CH3:21])([c:22]2[s:23][cH:24][cH:25][cH:26]2)[N:27]([CH3:28])[CH3:29])[cH:30][c:31]([O:35][CH3:36])[c:32]1[O:33][CH3:34].[CH3:38][c:39]1[cH:40][cH:41][cH:42][cH:43][cH:44]1.[CH3:45][N:46]([CH3:47])[P:48](=[O:49])([N:50]([CH3:51])[CH3:52])[N:53]([CH3:54])[CH3:55].[ClH:37].[H-:1].[Na+:2].[c:3]1([CH3:4])[c:5]([SH:6])[cH:7][cH:8][cH:9][cH:10]1>>[CH3:11][O:12][c:13]1[cH:14][c:15]([CH2:16][O:17][CH2:18][C:19]([CH2:20][CH3:21])([c:22]2[s:23][cH:24][cH:25][cH:26]2)[N:27]([CH3:28])[CH3:29])[cH:30][c:31]([O:35][CH3:36])[c:32]1[OH:33]. The reactants are C(C)#N (acetonitrile), O([Si](C)(C)C(C)(C)C)[C@H]1[C@@H](C(=C(C1)C)SCCCCCC)\C=C\C(CC1=CC=CC=C1)O[Si](C)(C)C(C)(C)C ((3S,4R)-4-(tert-butyldimethylsiloxy)-2-hexylthio-3-[(1E)-4-phenyl-3-(tert-butyldimethylsiloxy)-1-butenyl]-1-methyl-1-cyclopentene), N1=CC=CC=C1.F (hydrogen fluoride-pyridine). Run in N1=CC=CC=C1 (pyridine), N1=CC=CC=C1 (pyridine). Run at time 20 hour. The product is C(CCCCC)SC1=C(C[C@H]([C@@H]1\C=C\C(CC1=CC=CC=C1)O)O)C ((3S,4R)-2-hexylthio-4-hydroxy-3-[(1E)-4-phenyl-3-hydroxy-1-butenyl]-1-methyl-1-cyclopentene). RXN SMILES: C(#N)C.N1C=CC=CC=1.F.[O:11]([C@@H:19]1[CH2:23][C:22]([CH3:24])=[C:21]([S:25][CH2:26][CH2:27][CH2:28][CH2:29][CH2:30][CH3:31])[C@H:20]1/[CH:32]=[CH:33]/[CH:34]([O:42][Si](C(C)(C)C)(C)C)[CH2:35][C:36]1[CH:41]=[CH:40][CH:39]=[CH:38][CH:37]=1)[Si](C(C)(C)C)(C)C>N1C=CC=CC=1>[CH2:26]([S:25][C:21]1[C@@H:20](/[CH:32]=[CH:33]/[CH:34]([OH:42])[CH2:35][C:36]2[CH:37]=[CH:38][CH:39]=[CH:40][CH:41]=2)[C@H:19]([OH:11])[CH2:23][C:22]=1[CH3:24])[CH2:27][CH2:28][CH2:29][CH2:30][CH3:31] |f:1.2|. Procedure details: To a solution of ice-cooled acetonitrile (2 ml) and pyridine (0.5 mL) was added hydrogen fluoride-pyridine (0.5 mL). To this solution was added (3S,4R)-4-(tert-butyldimethylsiloxy)-2-hexylthio-3-[(1E)-4-phenyl-3-(tert-butyldimethylsiloxy)-1-butenyl]-1-methyl-1-cyclopentene (295 mg) in pyridine (1.5 mL). The ice bath was removed and the solution was agitated for 20 hours while returning it to room temperature. The reaction solution was poured into a mixture of ethyl acetate and saturated aqueous ... Starting materials: C1COCCO1, CNC(=O)Nc1ccc(-c2nc(CSC3CCCCC3)cc(N3CCOCC3C)n2)cc1, O=[Mn](=O)(=O)[O-], [Na+], O, O=C(OO)c1cccc(Cl)c1. Yields the product CNC(=O)Nc1ccc(-c2nc(CS(=O)(=O)C3CCCCC3)cc(N3CCOCC3C)n2)cc1. Reaction SMILES: [CH2:51]1[O:52][CH2:53][CH2:54][O:55][CH2:56]1.[CH:1]1([S:7][CH2:8][c:9]2[n:10][c:11](-[c:22]3[cH:23][cH:24][c:25]([NH:28][C:29](=[O:30])[NH:31][CH3:32])[cH:26][cH:27]3)[n:12][c:13]([N:15]3[CH:16]([CH3:21])[CH2:17][O:18][CH2:19][CH2:20]3)[cH:14]2)[CH2:2][CH2:3][CH2:4][CH2:5][CH2:6]1.[Mn:44]([O-:45])(=[O:46])(=[O:47])=[O:48].[Na+:49].[OH2:50].[OH:33][O:34][C:35]([c:36]1[cH:37][c:38]([Cl:39])[cH:40][cH:41][cH:42]1)=[O:43]>>[CH:1]1([S:7]([CH2:8][c:9]2[n:10][c:11](-[c:22]3[cH:23][cH:24][c:25]([NH:28][C:29](=[O:30])[NH:31][CH3:32])[cH:26][cH:27]3)[n:12][c:13]([N:15]3[CH:16]([CH3:21])[CH2:17][O:18][CH2:19][CH2:20]3)[cH:14]2)(=[O:33])=[O:50])[CH2:2][CH2:3][CH2:4][CH2:5][CH2:6]1. The reactants are Cc1cccc(CO)n1, Cl, O=S(Cl)Cl. Product: Cc1cccc(CCl)n1. Reaction SMILES: [CH3:2][c:3]1[cH:4][cH:5][cH:6][c:7]([CH2:9][OH:10])[n:8]1.[ClH:1].[S:11]([Cl:12])([Cl:13])=[O:14]>>[Cl:1][CH2:9][c:7]1[cH:6][cH:5][cH:4][c:3]([CH3:2])[n:8]1. Reactants: ClC=1C=C(C=CC1)C1=C(C(=CC(=C1)C(NCCCCCCCCN1C=CC2=CC=CC=C12)=O)C1=CC(=CC=C1)Cl)OCCCCC(=O)OCC (5-[3,3″-Dichloro-5′-(8-indol-1-yl-octylcarbamoyl)-[1,1′;3′,1″]terphenyl-2′-yloxy]-pentanoic acid, ethyl ester), [OH-].[K+] (KOH). The solvent is C1CCOC1 (THF), CO (methanol). Run at time 18 hour. The product is ClC=1C=C(C=CC1)C1=C(C(=CC(=C1)C(NCCCCCCCCN1C=CC2=CC=CC=C12)=O)C1=CC(=CC=C1)Cl)OCCCCC(=O)O (5-[3,3″-Dichloro-5′-(8-indol-1-yl-octylcarbamoyl)-[1,1′;3′,1″]terphenyl-2′-yloxy]-pentanoic Acid). Isolated yield 63.4%. Reaction SMILES: [Cl:1][C:2]1[CH:3]=[C:4]([C:8]2[CH:13]=[C:12]([C:14](=[O:33])[NH:15][CH2:16][CH2:17][CH2:18][CH2:19][CH2:20][CH2:21][CH2:22][CH2:23][N:24]3[C:32]4[C:27](=[CH:28][CH:29]=[CH:30][CH:31]=4)[CH:26]=[CH:25]3)[CH:11]=[C:10]([C:34]3[CH:39]=[CH:38][CH:37]=[C:36]([Cl:40])[CH:35]=3)[C:9]=2[O:41][CH2:42][CH2:43][CH2:44][CH2:45][C:46]([O:48]CC)=[O:47])[CH:5]=[CH:6][CH:7]=1.[OH-].[K+]>C1COCC1.CO>[Cl:1][C:2]1[CH:3]=[C:4]([C:8]2[CH:13]=[C:12]([C:14](=[O:33])[NH:15][CH2:16][CH2:17][CH2:18][CH2:19][CH2:20][CH2:21][CH2:22][CH2:23][N:24]3[C:32]4[C:27](=[CH:28][CH:29]=[CH:30][CH:31]=4)[CH:26]=[CH:25]3)[CH:11]=[C:10]([C:34]3[CH:39]=[CH:38][CH:37]=[C:36]([Cl:40])[CH:35]=3)[C:9]=2[O:41][CH2:42][CH2:43][CH2:44][CH2:45][C:46]([OH:48])=[O:47])[CH:5]=[CH:6][CH:7]=1 |f:1.2|. Reported procedure: A mixture of 5-[3,3″-Dichloro-5′-(8-indol-1-yl-octylcarbamoyl)-[1,1′;3′,1″]terphenyl-2′-yloxy]-pentanoic acid, ethyl ester (0.409 g, 0.573 mmol) and 1N KOH (1.15 ml) in THF (6 ml) and methanol (3 ml) was stirred under nitrogen. After ˜18 h, the reaction mixture was concentrated. in vac. The residue was suspended in water (25 ml) and acidified with 2 N HCl (1.15 ml) then extracted with EtOAc (3×25 ml). The combined organics were washed with water (3×10 ml), brine (2×10 ml), dried over Na2SO4, fil...